Dataset: the Open Reaction Database (ORD), a public repository of structured organic reaction records. Task: describe an organic reaction: reactants, conditions, products, and yield The reactants are C1=CN=C2N1C1=CC=CC=C1N(C2)C(=O)OCC (ethyl 4,5-dihydroimidazo[1,2-a]quinoxaline-5-carboxylate), ClC(=O)OCC (ethyl chloroformate). Solvent: CN(C=O)C (dimethylformamide). Run at time 2 hour. Product: C1=C(N=C2N1C1=CC=CC=C1N(C2)C(=O)OCC)C(=O)OCC (diethyl 4,5-dihydroimidazo[1,2-a]quinoxaline-2,5-dicarboxylate). Isolated yield 75.6%. Reaction SMILES: [CH:1]1[N:5]2[C:6]3[C:11]([N:12]([C:14]([O:16][CH2:17][CH3:18])=[O:15])[CH2:13][C:4]2=[N:3][CH:2]=1)=[CH:10][CH:9]=[CH:8][CH:7]=3.Cl[C:20]([O:22][CH2:23][CH3:24])=[O:21]>CN(C)C=O>[CH:1]1[N:5]2[C:6]3[C:11]([N:12]([C:14]([O:16][CH2:17][CH3:18])=[O:15])[CH2:13][C:4]2=[N:3][C:2]=1[C:20]([O:22][CH2:23][CH3:24])=[O:21])=[CH:10][CH:9]=[CH:8][CH:7]=3. Procedure details: A solution of 1.0 g of ethyl 4,5-dihydroimidazo[1,2-a]quinoxaline-5-carboxylate in 5 ml of dry dimethylformamide was treated with 0.5 g of ethyl chloroformate and the mixture was stirred at room temperature. After 2 hours, the mixture was set solid, was filtered and the residue was triturated with water and chromatographed over silica gel with ethyl acetate as eluant to obtain 0.98 g (76% yield) of diethyl 4,5-dihydroimidazo[1,2-a]quinoxaline-2,5-dicarboxylate melting at 151°-3° C. Reactants: Cc1nnc(Cc2cccc(Br)c2)o1, CC(C)(C)OC(=O)C[Zn+], [Cl-], C1COCCO1. Product: Cc1nnc(Cc2cccc(CC(=O)OC(C)(C)C)c2)o1. As a reaction SMILES: [Br:1][c:2]1[cH:3][c:4]([CH2:5][c:6]2[o:7][c:8]([CH3:11])[n:9][n:10]2)[cH:12][cH:13][cH:14]1.[C:16]([CH3:17])([CH3:18])([CH3:19])[O:20][C:21]([CH2:22][Zn+:23])=[O:24].[Cl-:15].[O:25]1[CH2:26][CH2:27][O:28][CH2:29][CH2:30]1>>[c:2]1([CH2:22][C:21]([O:20][C:16]([CH3:17])([CH3:18])[CH3:19])=[O:24])[cH:3][c:4]([CH2:5][c:6]2[o:7][c:8]([CH3:11])[n:9][n:10]2)[cH:12][cH:13][cH:14]1. Reactants: [H-].[Al+3].[Li+].[H-].[H-].[H-] (lithium aluminiumhydride), [H-].[Al+3].[Li+].[H-].[H-].[H-] (lithium aluminiumhydride), C(C)(=O)OCC (ethyl acetate), [OH-].[Na+] (NaOH), C(C)OC(=O)C=1C(=NC2=CC(=C(C=C2C1)OC)OC)C (6,7-dimethoxy-2-methylquinoline-3-carboxylic acid ethyl ester). Solvent: C1CCOC1 (THF), CC(=O)C (acetone), C1CCOC1 (THF). Run at time 2 hour. Product: COC=1C=C2C=C(C(=NC2=CC1OC)C)CO (6,7-dimethoxy-2-methylquinoline-3-methanol). Isolated yield 96.1%. RXN SMILES: C([O:3][C:4]([C:6]1[C:7]([CH3:20])=[N:8][C:9]2[C:14]([CH:15]=1)=[CH:13][C:12]([O:16][CH3:17])=[C:11]([O:18][CH3:19])[CH:10]=2)=O)C.[H-].[Al+3].[Li+].[H-].[H-].[H-].C(OCC)(=O)C.[OH-].[Na+]>C1COCC1.CC(C)=O>[CH3:17][O:16][C:12]1[CH:13]=[C:14]2[C:9](=[CH:10][C:11]=1[O:18][CH3:19])[N:8]=[C:7]([CH3:20])[C:6]([CH2:4][OH:3])=[CH:15]2 |f:1.2.3.4.5.6,8.9|. Procedure details: A solution of 6,7-dimethoxy-2-methylquinoline-3-carboxylic acid ethyl ester (2.83 g, 10.3 mmol) in dry THF (75 ml) was added dropwise over 20 min to a stirred, ice-cooled suspension of lithium aluminiumhydride (0.39 g, 10.3 mmol) in dry THF (50 ml). The mixture was allowed to come to room temperature over 2 h and the excess lithium aluminiumhydride was decomposed by sequential careful addition of ethyl acetate, acetone and 2M NaOH. The mixture was filtered and the white gummy material was extrac... Starting materials: CO, COC(=O)c1[nH]c2ncccc2c1-c1ccc(N)cc1, N. The product is NC(=O)c1[nH]c2ncccc2c1-c1ccc(N)cc1. RXN SMILES: [CH3:22][OH:23].[NH2:1][c:2]1[cH:3][cH:4][c:5](-[c:8]2[c:9]([C:17]([O:19][CH3:18])=[O:20])[nH:10][c:11]3[n:12][cH:13][cH:14][cH:15][c:16]23)[cH:6][cH:7]1.[NH3:21]>>[NH2:1][c:2]1[cH:3][cH:4][c:5](-[c:8]2[c:9]([C:17](=[O:19])[NH2:21])[nH:10][c:11]3[n:12][cH:13][cH:14][cH:15][c:16]23)[cH:6][cH:7]1. RXN SMILES: Cl.[N:2]1([CH2:7][C:8]([OH:10])=O)[CH:6]=[N:5][CH:4]=[N:3]1.[F:11][C:12]1[CH:41]=[CH:40][C:15]([CH2:16][C@H:17]2[C:21](=[O:22])[NH:20][C@H:19]([C:23]([NH:25][C:26]3[CH:31]=[CH:30][C:29]([O:32][C:33]4[CH:38]=[CH:37][C:36]([F:39])=[CH:35][CH:34]=4)=[CH:28][CH:27]=3)=[O:24])[CH2:18]2)=[CH:14][CH:13]=1>>[N:2]1([CH2:7][C:8]([N:20]2[C:21](=[O:22])[C@H:17]([CH2:16][C:15]3[CH:40]=[CH:41][C:12]([F:11])=[CH:13][CH:14]=3)[CH2:18][C@H:19]2[C:23]([NH:25][C:26]2[CH:31]=[CH:30][C:29]([O:32][C:33]3[CH:34]=[CH:35][C:36]([F:39])=[CH:37][CH:38]=3)=[CH:28][CH:27]=2)=[O:24])=[O:10])[CH:6]=[N:5][CH:4]=[N:3]1 |f:0.1|. Procedure details: Proceeding as in Example 1, but substituting 2-(1H-1,2,4-triazol-1-yl)acetic acid hydrochloride and (2S,4R)-4-(4-fluorobenzyl)-N-(4-(4-fluorophenoxy)phenyl)-5-oxopyrrolidine-2-carboxamide, gave Compound 71, (2S,4R)-1-(2-(1H-1,2,4-triazol-1-yl)acetyl)-4-(4-fluorobenzyl)-N-(4-(4-fluorophenoxy)phenyl)-5-oxopyrrolidine-2-carboxamide (18.2 mg, 4%). 1H-NMR (400 MHz, CDCl3): σ 8.17 (s, 1H), 8.01 (s, 1H), 7.79 (s, 1H), 7.39 (d, 2H), 7.19-7.15 (m, 1H), 7.04-6.99 (m, 4H), 9.95-6.91 (m, 4H), 5.67 (d, 1H), ... Yield: 4.0%. Starting materials: Cl.N1(N=CN=C1)CC(=O)O (2-(1H-1,2,4-triazol-1-yl)acetic acid hydrochloride), FC1=CC=C(C[C@@H]2C[C@H](NC2=O)C(=O)NC2=CC=C(C=C2)OC2=CC=C(C=C2)F)C=C1 ((2S,4R)-4-(4-fluorobenzyl)-N-(4-(4-fluorophenoxy)phenyl)-5-oxopyrrolidine-2-carboxamide). Yields the product Compound 71, N1(N=CN=C1)CC(=O)N1[C@@H](C[C@H](C1=O)CC1=CC=C(C=C1)F)C(=O)NC1=CC=C(C=C1)OC1=CC=C(C=C1)F ((2S,4R)-1-(2-(1H-1,2,4-triazol-1-yl)acetyl)-4-(4-fluorobenzyl)-N-(4-(4-fluorophenoxy)phenyl)-5-oxopyrrolidine-2-carboxamide). Yields the product CC1(C)CC(NC(=O)c2ccccc2)c2cc(-c3ccc(Cl)cc3)c(-c3ccc(-c4cn[nH]c4)cc3Cl)nc2O1. Reactants: O=C(Cl)c1ccccc1, CO, CC1(C)CC(N)c2cc(-c3ccc(Cl)cc3)c(-c3ccc(-c4cn[nH]c4)cc3Cl)nc2O1, ClCCl, [Na+], [OH-]. Reaction SMILES: [C:33]([c:34]1[cH:35][cH:36][cH:37][cH:38][cH:39]1)(=[O:40])[Cl:41].[CH3:42][OH:43].[Cl:1][c:2]1[cH:3][cH:4][c:5](-[c:8]2[cH:9][c:10]3[c:11]([n:12][c:13]2-[c:14]2[c:15]([Cl:25])[cH:16][c:17](-[c:20]4[cH:21][n:22][nH:23][cH:24]4)[cH:18][cH:19]2)[O:26][C:27]([CH3:31])([CH3:32])[CH2:28][CH:29]3[NH2:30])[cH:6][cH:7]1.[Cl:46][CH2:47][Cl:48].[Na+:45].[OH-:44]>>[Cl:1][c:2]1[cH:3][cH:4][c:5](-[c:8]2[cH:9][c:10]3[c:11]([n:12][c:13]2-[c:14]2[c:15]([Cl:25])[cH:16][c:17](-[c:20]4[cH:21][n:22][nH:23][cH:24]4)[cH:18][cH:19]2)[O:26][C:27]([CH3:31])([CH3:32])[CH2:28][CH:29]3[NH:30][C:33]([c:34]2[cH:35][cH:36][cH:37][cH:38][cH:39]2)=[O:40])[cH:6][cH:7]1.